Dataset: the Open Reaction Database (ORD), a public repository of structured organic reaction records. Task: describe an organic reaction: reactants, conditions, products, and yield Starting materials: CCOC(=O)CNCc1ccc2c(c1)cc(-c1ccc(Cl)c3c1C(=O)NC3)n2C(=O)OC(C)(C)C, Cl, [Li+], CN(C)C=O, [OH-]. Yields the product CC(C)(C)OC(=O)n1c(-c2ccc(Cl)c3c2C(=O)NC3)cc2cc(CNCC(=O)O)ccc21. Reaction SMILES: [Cl:1][c:2]1[c:3]2[c:7]([c:8](-[c:11]3[n:12]([C:28](=[O:29])[O:30][C:31]([CH3:32])([CH3:33])[CH3:34])[c:13]4[cH:14][cH:15][c:16]([CH2:20][NH:21][CH2:22][C:23](=[O:24])[O:25][CH2:26][CH3:27])[cH:17][c:18]4[cH:19]3)[cH:9][cH:10]1)[C:6](=[O:35])[NH:5][CH2:4]2.[ClH:38].[Li+:36].[O:39]=[CH:40][N:41]([CH3:42])[CH3:43].[OH-:37]>>[Cl:1][c:2]1[c:3]2[c:7]([c:8](-[c:11]3[n:12]([C:28](=[O:29])[O:30][C:31]([CH3:32])([CH3:33])[CH3:34])[c:13]4[cH:14][cH:15][c:16]([CH2:20][NH:21][CH2:22][C:23](=[O:24])[OH:25])[cH:17][c:18]4[cH:19]3)[cH:9][cH:10]1)[C:6](=[O:35])[NH:5][CH2:4]2.